The task is: describe an organic reaction: reactants, conditions, products, and yield. This data is from the Open Reaction Database (ORD), a public repository of structured organic reaction records. The reactants are NC=1C2=C(N=CN1)NC=C2C2=CC=C(C=C2)OC2=CC=CC=C2 (4-amino-5-(4-phenoxyphenyl)-7H-pyrrolo[2,3-d]pyrimidine), BrN1C(CCC1=O)=O (N-bromosuccinimide). Solvent: ClCCl (dichloromethane), ClCCl (dichloromethane), CC(=O)N(C)C (dimethylacetamide). Reaction conditions: time 16 hour. Product: NC=1C2=C(N=CN1)NC(=C2C2=CC=C(C=C2)OC2=CC=CC=C2)Br (4-amino-6-bromo-5-(4-phenoxyphenyl)-7H-pyrrolo[2,3-d]pyrimidine). Reaction SMILES: [NH2:1][C:2]1[C:3]2[C:10]([C:11]3[CH:16]=[CH:15][C:14]([O:17][C:18]4[CH:23]=[CH:22][CH:21]=[CH:20][CH:19]=4)=[CH:13][CH:12]=3)=[CH:9][NH:8][C:4]=2[N:5]=[CH:6][N:7]=1.[Br:24]N1C(=O)CCC1=O>CC(N(C)C)=O.ClCCl>[NH2:1][C:2]1[C:3]2[C:10]([C:11]3[CH:12]=[CH:13][C:14]([O:17][C:18]4[CH:23]=[CH:22][CH:21]=[CH:20][CH:19]=4)=[CH:15][CH:16]=3)=[C:9]([Br:24])[NH:8][C:4]=2[N:5]=[CH:6][N:7]=1. Procedure details: A mixture of 4-amino-5-(4-phenoxyphenyl)-7H-pyrrolo[2,3-d]pyrimidine (302 mg) was dissolved in dimethylacetamide (10 ml) and dichloromethane (50 ml) and then treated with N-bromosuccinimide (178 mg) in dichloromethane (10 ml). The mixture was left stirring ambient temperature for 16 hours. The mixture was evaporated under reduced pressure and the residue was triturated with water to give a solid which was collected by filtration and dried to give 4-amino-6-bromo-5-(4-phenoxyphenyl)-7H-pyrrolo[2,... The reactants are OC1=CC=C(C=O)C=C1 (4-hydroxybenzaldehyde), C(=O)([O-])[O-].[K+].[K+] (K2CO3), BrCC#C (3-bromo-propyne). Run in CC(=O)C (acetone). Conditions: temperature 60 celsius. Product: C(C#C)OC1=CC=C(C=O)C=C1 (4-(2-propynyloxy) benzaldehyde). The yield is 69.0%. As a reaction SMILES: [OH:1][C:2]1[CH:9]=[CH:8][C:5]([CH:6]=[O:7])=[CH:4][CH:3]=1.C([O-])([O-])=O.[K+].[K+].Br[CH2:17][C:18]#[CH:19]>CC(C)=O>[CH2:19]([O:1][C:2]1[CH:9]=[CH:8][C:5]([CH:6]=[O:7])=[CH:4][CH:3]=1)[C:18]#[CH:17] |f:1.2.3|. Reported procedure: To a stirred suspension of 4-hydroxybenzaldehyde (425.8 g) and K2CO3 (807.6 g) in acetone (2,960 ml) at reflux temper-ature of about 60° C. under a nitrogen atmosphere, was added dropwise 3-bromo-propyne (502.4 g) over a period of 2 hours. The reaction was heated at reflux for 3 more hours. After cooling to room temperature the reaction mixture was filtered and the excess of K2CO3 removed and washed several times with acetone. The filtrate was washed with saturated aqueous solution of NaHCO3 and... Reactants: C(C)(C)C1=NC2=C(N1C1=NC(=C3N=C(N(C3=N1)C)C=O)N1CCOCC1)C=CC=C2 (2-(2-isopropylbenzoimidazol-1-yl)-9-methyl-6-morpholin-4-yl-9H-purine-8-carbaldehyde), C(C)(C)N1C(CNCC1)=O (1-isopropylpiperazin-2-one), C(C)(=O)O[BH-](OC(C)=O)OC(C)=O.[Na+] (Sodium triacetoxyborohydride). Run in ClCCCl (DCE). Conditions: time 3 hour. Yields the product C(C)(C)N1C(CN(CC1)CC=1N(C2=NC(=NC(=C2N1)N1CCOCC1)N1C(=NC2=C1C=CC=C2)C(C)C)C)=O (1-isopropyl-4-((2-(2-isopropyl-1H-benzo[d]imidazol-1-yl)-9-methyl-6-morpholino-9H-purin-8-yl)methyl)piperazin-2-one). Yield: 85.4%. As a reaction SMILES: [CH:1]([C:4]1[N:8]([C:9]2[N:17]=[C:16]3[C:12]([N:13]=[C:14]([CH:19]=O)[N:15]3[CH3:18])=[C:11]([N:21]3[CH2:26][CH2:25][O:24][CH2:23][CH2:22]3)[N:10]=2)[C:7]2[CH:27]=[CH:28][CH:29]=[CH:30][C:6]=2[N:5]=1)([CH3:3])[CH3:2].[CH:31]([N:34]1[CH2:39][CH2:38][NH:37][CH2:36][C:35]1=[O:40])([CH3:33])[CH3:32].C(O[BH-](OC(=O)C)OC(=O)C)(=O)C.[Na+]>ClCCCl>[CH:31]([N:34]1[CH2:39][CH2:38][N:37]([CH2:19][C:14]2[N:15]([CH3:18])[C:16]3[C:12]([N:13]=2)=[C:11]([N:21]2[CH2:22][CH2:23][O:24][CH2:25][CH2:26]2)[N:10]=[C:9]([N:8]2[C:7]4[CH:27]=[CH:28][CH:29]=[CH:30][C:6]=4[N:5]=[C:4]2[CH:1]([CH3:2])[CH3:3])[N:17]=3)[CH2:36][C:35]1=[O:40])([CH3:33])[CH3:32] |f:2.3|. Procedure details: A mixture of 2-(2-isopropylbenzoimidazol-1-yl)-9-methyl-6-morpholin-4-yl-9H-purine-8-carbaldehyde (0.15 g, 0.37 mmol), 1-isopropylpiperazin-2-one (0.078 g, 0.44 mmol) and 4 Å molecular sieves (0.372 g) in DCE (3 mL) was stirred for 3 h at room temperature. Sodium triacetoxyborohydride (0.157 g, 0.74 mmol) was added and the reaction mixture was stirred for 18 h at room temperature. The reaction mixture was filtered through Celite and the filtrate was concentrated in vacuo. The residue was purifie... Reactants: C(C1=CC=CC=C1)(C1=CC=CC=C1)(C1=CC=CC=C1)N1C(=NC=C1)C(=O)OC (1-trityl-2-carbomethoxyimidazole), solution, C(C)(=O)O (acetic acid). Run in CO (methanol). The product is C(=O)(OC)C=1NC=CN1 (2-CARBOMETHOXYIMIDAZOLE). RXN SMILES: C([N:20]1[CH:24]=[CH:23][N:22]=[C:21]1[C:25]([O:27][CH3:28])=[O:26])(C1C=CC=CC=1)(C1C=CC=CC=1)C1C=CC=CC=1.C(O)(=O)C>CO>[C:25]([C:21]1[NH:20][CH:24]=[CH:23][N:22]=1)([O:27][CH3:28])=[O:26]. Procedure details: After a solution of 3.2 g (8.7 mmol.) of 1-trityl-2-carbomethoxyimidazole in 40 mL of a 5% solution of acetic acid in methanol was refluxed for 30 minutes, it was concentrated in vacuo. Recrystallization from ethanol afforded colorless needles, mp 187°-188° C. Reactants: COC1=C(C=CC(=C1)OC)C(CC(=O)OCC)O (ethyl 3-(2,4-dimethoxyphenyl)-3-hydroxypropionate), C(C)(=O)OC=C (vinyl acetate). Conditions: time 50 day. Yields the product COC1=C(C=CC(=C1)OC)C(CC(=O)OCC)O ((-)-ethyl 3-(2,4-dimethoxyphenyl)-3-hydroxypropionate), COC1=C(C=CC(=C1)OC)C(CC(=O)OCC)OC(C)=O ((+)-ethyl 3-(2,4-dimethoxyphenyl)-3-acetoxypropionate). As a reaction SMILES: [CH3:1][O:2][C:3]1[CH:8]=[C:7]([O:9][CH3:10])[CH:6]=[CH:5][C:4]=1[CH:11]([OH:18])[CH2:12][C:13]([O:15][CH2:16][CH3:17])=[O:14].[C:19](OC=C)(=[O:21])[CH3:20]>>[CH3:1][O:2][C:3]1[CH:8]=[C:7]([O:9][CH3:10])[CH:6]=[CH:5][C:4]=1[CH:11]([OH:18])[CH2:12][C:13]([O:15][CH2:16][CH3:17])=[O:14].[CH3:1][O:2][C:3]1[CH:8]=[C:7]([O:9][CH3:10])[CH:6]=[CH:5][C:4]=1[CH:11]([O:18][C:19](=[O:21])[CH3:20])[CH2:12][C:13]([O:15][CH2:16][CH3:17])=[O:14]. Procedure: The mixture of 5.0 g (20 mmol) of ethyl 3-(2,4-dimethoxyphenyl)-3-hydroxypropionate, 10 ml of vinyl acetate and 2.0 g of lipase PS was stirred at room temperature for 50 days. After the lipase was removed by filtration, the filtrate was eluted by column chromatography (eluting solution; 9/1 of toluene/ethyl acetate) to obtain 3.5 g (35%ee) of (-)-ethyl 3-(2,4-dimethoxyphenyl)-3-hydroxypropionate and 1.5 g of (+)-ethyl 3-(2,4-dimethoxyphenyl)-3-acetoxypropionate, respectively. Reactants: [OH-].[Na+] (Sodium hydroxide), Cl.S1C=CC2=C1SCC(C2)N (5,6-dihydro-4H-thieno[2,3-b]thiopyran-5-amine hydrochloride), C(CC)I (n-propyl iodide), C1(=CC=CC=C1)C (toluene). Reagents/catalysts: [Br-].C(CCC)[N+](CCCC)(CCCC)CCCC (tetra-n-butylammonium bromide). Yields the product C(CC)N(C1CC2=C(SC1)SC=C2)CCC (N,N-dipropyl-5,6-dihydro-4H-thieno[2,3-b]thiopyran-5-amine). RXN SMILES: [OH-].[Na+].Cl.[S:4]1[C:8]2[S:9][CH2:10][CH:11]([NH2:13])[CH2:12][C:7]=2[CH:6]=[CH:5]1.[CH2:14](I)[CH2:15][CH3:16].[C:18]1(C)[CH:23]=CC=C[CH:19]=1>[Br-].C([N+](CCCC)(CCCC)CCCC)CCC>[CH2:14]([N:13]([CH2:19][CH2:18][CH3:23])[CH:11]1[CH2:10][S:9][C:8]2[S:4][CH:5]=[CH:6][C:7]=2[CH2:12]1)[CH2:15][CH3:16] |f:0.1,2.3,6.7|. Procedure: Sodium hydroxide solution (50%, 700 ml) is added in portions to a mixture of 114.65 g of 5,6-dihydro-4H-thieno[2,3-b]thiopyran-5-amine hydrochloride, 940 g of n-propyl iodide and 18.3 g of tetra-n-butylammonium bromide in 700 ml of toluene. The reaction mixture is heated under reflux at 100° for 20 hours. The organic layer is separated and the aqueous phase is extracted with 300 ml of toluene. The combined toluene extracts are washed with water dried and concentrated under vacuo (so as to remove... Starting materials: C(C1=CC=CC=C1)OC=1C=CC2=C(SC(=C2CC2=CC(=C(C=C2)CN2CCCC2)OC)C2=CC=C(C=C2)O)C1 (6-benzyloxy-2-(4-hydroxyphenyl)-[3-methoxy-4-[(1-pyrrolidinyl)methyl]benzyl]benzo[b]thiophene), C1(=CC=CC=C1)P(C1=CC=CC=C1)C1=CC=CC=C1 (triphenylphosphine), COC([C@@H](NC(C1=CC=CC=C1)(C1=CC=CC=C1)C1=CC=CC=C1)CO)=O (N-trityl-L-serine methyl ester), N(=NC(=O)OCC)C(=O)OCC (diethyl azodicarboxylate). Run in CCOC(=O)C (EtOAc), C1CCOC1 (THF), CCN(CC)CC.CO.CCOC(=O)C (Et3N MeOH EtOAc). Conditions: time 24 hour. The product is COC([C@@H](NC(C1=CC=CC=C1)(C1=CC=CC=C1)C1=CC=CC=C1)COC1=CC=C(C=C1)C1=C(C2=C(S1)C=C(C=C2)OCC2=CC=CC=C2)CC2=CC(=C(C=C2)CN2CCCC2)OC)=O (N-(Triphenylmethyl)-O-[4-[6-benzyloxy-3-[3-methoxy-4-[(1-pyrrolidinyl)methyl]benzyl]benzo[b]thiophen-2-yl]phenyl]-L-serine Methyl Ester). Yield: 28.0%. Reaction SMILES: [CH2:1]([O:8][C:9]1[CH:10]=[CH:11][C:12]2[C:16]([CH2:17][C:18]3[CH:23]=[CH:22][C:21]([CH2:24][N:25]4[CH2:29][CH2:28][CH2:27][CH2:26]4)=[C:20]([O:30][CH3:31])[CH:19]=3)=[C:15]([C:32]3[CH:37]=[CH:36][C:35]([OH:38])=[CH:34][CH:33]=3)[S:14][C:13]=2[CH:39]=1)[C:2]1[CH:7]=[CH:6][CH:5]=[CH:4][CH:3]=1.C1(P(C2C=CC=CC=2)C2C=CC=CC=2)C=CC=CC=1.[CH3:59][O:60][C:61](=[O:85])[C@H:62]([CH2:83]O)[NH:63][C:64]([C:77]1[CH:82]=[CH:81][CH:80]=[CH:79][CH:78]=1)([C:71]1[CH:76]=[CH:75][CH:74]=[CH:73][CH:72]=1)[C:65]1[CH:70]=[CH:69][CH:68]=[CH:67][CH:66]=1.N(C(OCC)=O)=NC(OCC)=O>C1COCC1.CCN(CC)CC.CO.CCOC(C)=O.CCOC(C)=O>[CH3:59][O:60][C:61](=[O:85])[C@H:62]([CH2:83][O:38][C:35]1[CH:36]=[CH:37][C:32]([C:15]2[S:14][C:13]3[CH:39]=[C:9]([O:8][CH2:1][C:2]4[CH:3]=[CH:4][CH:5]=[CH:6][CH:7]=4)[CH:10]=[CH:11][C:12]=3[C:16]=2[CH2:17][C:18]2[CH:23]=[CH:22][C:21]([CH2:24][N:25]3[CH2:29][CH2:28][CH2:27][CH2:26]3)=[C:20]([O:30][CH3:31])[CH:19]=2)=[CH:33][CH:34]=1)[NH:63][C:64]([C:71]1[CH:76]=[CH:75][CH:74]=[CH:73][CH:72]=1)([C:65]1[CH:66]=[CH:67][CH:68]=[CH:69][CH:70]=1)[C:77]1[CH:82]=[CH:81][CH:80]=[CH:79][CH:78]=1 |f:5.6.7|. Procedure: To a stirring solution of 6-benzyloxy-2-(4-hydroxyphenyl)-[3-methoxy-4-[(1-pyrrolidinyl)methyl]benzyl]benzo[b]thiophene (359 mg, 0.67 mmol), triphenylphosphine (300 mg) and N-trityl-L-serine methyl ester (392 mg) in THF (6 mL) at 0° C. was added diethyl azodicarboxylate (0.18 mL) over 5 min. The mixture was stirred at ambient temperature under argon for 24 h before concentration under reduced pressure. Chromatography with EtOAc followed by Et3N:MeOH:EtOAc (5:5:90) afforded the product (165 mg, 1... The reactants are N[C@@H](CC(C)C)C(=O)O (leucine), amino acids, N[C@@H]([C@@H](C)CC)C(=O)O (isoleucine), N[C@@H](CO)C(=O)O (serine), N[C@@H](CCCNC(N)=N)C(=O)O (arginine). Yields the product N[C@@H](C)C(=O)O (Alanine), N[C@@H](CC(=O)[O-])C(=O)[O-] (aspartate), N[C@@H](CCC(=O)[O-])C(=O)[O-] (glutamate), N[C@@H](CC1=CNC2=CC=CC=C12)C(=O)O (tryptophan). As a reaction SMILES: [NH2:1][C@H:2]([C:5]([OH:7])=[O:6])[CH2:3]O.N[C@H:9]([C:17]([OH:19])=[O:18])[CH2:10][CH2:11][CH2:12][NH:13]C(=N)N.N[C@H:21]([C:26]([OH:28])=[O:27])[C@H](CC)C.[NH2:29][C@H:30]([C:35]([OH:37])=[O:36])[CH2:31][CH:32]([CH3:34])[CH3:33]>>[NH2:1][C@H:2]([C:5]([OH:7])=[O:6])[CH3:3].[NH2:1][C@H:2]([C:5]([O-:7])=[O:6])[CH2:3][C:17]([O-:19])=[O:18].[NH2:1][C@H:2]([C:5]([O-:7])=[O:6])[CH2:3][CH2:21][C:26]([O-:28])=[O:27].[NH2:29][C@H:30]([C:35]([OH:37])=[O:36])[CH2:31][C:32]1[C:34]2[C:12](=[CH:11][CH:10]=[CH:9][CH:17]=2)[NH:13][CH:33]=1. Reported procedure: As shown in FIG. 2, the only amino acids that were significantly depleted from the medium during the compacting 8-cell to the morula stage were serine, arginine, isoleucine and leucine. Alanine, aspartate, glutamate and tryptophan were significantly produced. Alanine appearance increased from 10.87±1.61 pmol/embryo/h for embryos cultured between the compacting 8-cell to the morula stage compared to 13.90±1.23 pmol/embryo/h for embryos cultured from the morula to blastocyst stage.